This data is from the Open Reaction Database (ORD), a public repository of structured organic reaction records. The task is: describe an organic reaction: reactants, conditions, products, and yield Reactants: CC1CN(c2ccc(Br)cc2)CC(C)N1, CC(C)N1CCN(c2ccc(B(O)O)cc2)CC1. The product is CC1CN(c2ccc(B(O)O)cc2)CC(C)N1. Reaction SMILES: [Br:19][c:20]1[cH:21][cH:22][c:23]([N:26]2[CH2:27][CH:28]([CH3:33])[NH:29][CH:30]([CH3:32])[CH2:31]2)[cH:24][cH:25]1.[CH:1]([N:2]1[CH2:3][CH2:4][N:5]([c:6]2[cH:7][cH:8][c:9]([B:16]([OH:17])[OH:18])[cH:10][cH:11]2)[CH2:12][CH2:13]1)([CH3:14])[CH3:15]>>[B:16]([OH:17])([OH:18])[c:20]1[cH:21][cH:22][c:23]([N:26]2[CH2:27][CH:28]([CH3:33])[NH:29][CH:30]([CH3:32])[CH2:31]2)[cH:24][cH:25]1.